From a dataset of the Open Reaction Database (ORD), a public repository of structured organic reaction records. describe an organic reaction: reactants, conditions, products, and yield The reactants are [Br-], ClCCCBr, CC#N, CNCCC[N+](C)(C)C. Product: [Br-], CN(CCCCl)CCC[N+](C)(C)C. As a reaction SMILES: [Br-:1].[Br:11][CH2:12][CH2:13][CH2:14][Cl:15].[CH3:16][C:17]#[N:18].[CH3:2][N+:3]([CH2:4][CH2:5][CH2:6][NH:7][CH3:8])([CH3:9])[CH3:10]>>[Br-:11].[CH3:2][N+:3]([CH2:4][CH2:5][CH2:6][N:7]([CH3:8])[CH2:12][CH2:13][CH2:14][Cl:15])([CH3:9])[CH3:10].